Dataset: the Open Reaction Database (ORD), a public repository of structured organic reaction records. Task: describe an organic reaction: reactants, conditions, products, and yield Reactants: C(CC(O)(C(=O)O)CC(=O)O)(=O)O (citric acid), ClC1=C(C#N)C=CC(=C1C)F (2-chloro-4-fluoro-3-methylbenzonitrile), N[C@H]([C@@H](O)C)C(=O)O (H-D-Thr-OH), C(=O)([O-])[O-].[K+].[K+] (K2CO3). The solvent is CS(=O)C (DMSO). Conditions: temperature 75 celsius, time 24 hour. Yields the product ClC=1C(=C(C=CC1C#N)N[C@@H](C(=O)O)[C@H](C)O)C ((2R,3S)-2-(3-chloro-4-cyano-2-methylphenylamino)-3-hydroxybutanoic acid). As a reaction SMILES: [Cl:1][C:2]1[C:9]([CH3:10])=[C:8](F)[CH:7]=[CH:6][C:3]=1[C:4]#[N:5].[NH2:12][C@@H:13]([C:17]([OH:19])=[O:18])[C@H:14]([CH3:16])[OH:15].C([O-])([O-])=O.[K+].[K+].C(O)(=O)CC(CC(O)=O)(C(O)=O)O>CS(C)=O>[Cl:1][C:2]1[C:9]([CH3:10])=[C:8]([NH:12][C@H:13]([C@@H:14]([OH:15])[CH3:16])[C:17]([OH:19])=[O:18])[CH:7]=[CH:6][C:3]=1[C:4]#[N:5] |f:2.3.4|. Reported procedure: 2-chloro-4-fluoro-3-methylbenzonitrile (CAS 796600-15-2, 45 g, 265.4 mmol) was mixed together with H-D-Thr-OH (37.92 g, 318.4 mmol) in DMSO (250 mL). K2CO3 (73.35 g, 530.7 mmol) was added to the reaction mixture and the reaction mixture stirred at 75° C. for 24 h. The reaction mixture was cooled to room temperature and poured slowly into a 10% citric acid solution and stirred for 10 min at room temperature. The solution was extracted with EtOAc several times to get the crude product. The crude p...